This data is from the Open Reaction Database (ORD), a public repository of structured organic reaction records. The task is: describe an organic reaction: reactants, conditions, products, and yield Reactants: CCO, CC#CCOc1cc(Cl)ncn1, Nc1ccccc1. The product is CC#CCOc1cc(Nc2ccccc2)ncn1. As a reaction SMILES: [CH3:20][CH2:21][OH:22].[Cl:1][c:2]1[n:3][cH:4][n:5][c:6]([O:8][CH2:9][C:10]#[C:11][CH3:12])[cH:7]1.[NH2:13][c:14]1[cH:15][cH:16][cH:17][cH:18][cH:19]1>>[c:2]1([NH:13][c:14]2[cH:15][cH:16][cH:17][cH:18][cH:19]2)[n:3][cH:4][n:5][c:6]([O:8][CH2:9][C:10]#[C:11][CH3:12])[cH:7]1. Starting materials: ClCCCBr, CC[N+](CC)(CC)Cc1ccccc1, Cc1ccccc1, [Cl-], N#CC(c1ccc(F)cc1)c1ccc(F)cc1, [Na+], [OH-], O. Product: N#CC(CCCCl)(c1ccc(F)cc1)c1ccc(F)cc1. RXN SMILES: [Br:18][CH2:19][CH2:20][CH2:21][Cl:22].[CH2:33]([N+:34]([CH2:35][CH3:36])([CH2:37][CH3:38])[CH2:39][c:40]1[cH:41][cH:42][cH:43][cH:44][cH:45]1)[CH3:46].[CH3:25][c:26]1[cH:27][cH:28][cH:29][cH:30][cH:31]1.[Cl-:32].[F:1][c:2]1[cH:3][cH:4][c:5]([CH:8]([C:9]#[N:10])[c:11]2[cH:12][cH:13][c:14]([F:17])[cH:15][cH:16]2)[cH:6][cH:7]1.[Na+:24].[OH-:23].[OH2:47]>>[F:1][c:2]1[cH:3][cH:4][c:5]([C:8]([C:9]#[N:10])([c:11]2[cH:12][cH:13][c:14]([F:17])[cH:15][cH:16]2)[CH2:19][CH2:20][CH2:21][Cl:22])[cH:6][cH:7]1. Starting materials: ClCCCCBr, Cc1cccc(-c2cc[nH]c(=O)n2)n1, [H-], [Na+], CN(C)C=O, O. Product: Cc1cccc(-c2ccn(CCCCCl)c(=O)n2)n1. RXN SMILES: [Br:17][CH2:18][CH2:19][CH2:20][CH2:21][Cl:22].[CH3:1][c:2]1[cH:3][cH:4][cH:5][c:6](-[c:8]2[n:9][c:10](=[O:14])[nH:11][cH:12][cH:13]2)[n:7]1.[H-:16].[Na+:15].[O:24]=[CH:25][N:26]([CH3:27])[CH3:28].[OH2:23]>>[CH3:1][c:2]1[cH:3][cH:4][cH:5][c:6](-[c:8]2[n:9][c:10](=[O:14])[n:11]([CH2:18][CH2:19][CH2:20][CH2:21][Cl:22])[cH:12][cH:13]2)[n:7]1. Reactants: tribromide, hydrochloride salt, COC1=C(C=CC=C1)NC1=NN(C=C1)C (N-(2-Methoxyphenyl)-1-methyl-1H-pyrazol-3-amine), Cl (HCl), C([O-])(O)=O.[Na+] (sodium bicarbonate). Solvent: ClCCl (dichloromethane), ClCCl (dichloromethane). Conditions: time 24 hour. Yields the product Cl.CN1N=C(C=C1)NC1=C(C=CC=C1)O (2-(1-Methyl-1H-pyrazol-3-yl)aminophenol hydrochloride). As a reaction SMILES: C[O:2][C:3]1[CH:8]=[CH:7][CH:6]=[CH:5][C:4]=1[NH:9][C:10]1[CH:14]=[CH:13][N:12]([CH3:15])[N:11]=1.C(=O)(O)[O-].[Na+].[ClH:21]>ClCCl>[ClH:21].[CH3:15][N:12]1[CH:13]=[CH:14][C:10]([NH:9][C:4]2[CH:5]=[CH:6][CH:7]=[CH:8][C:3]=2[OH:2])=[N:11]1 |f:1.2,5.6|. Reported procedure: The pyrazole from step (a) (1.7 g) was dissolved in dichloromethane (30 ml) under an atmosphere of nitrogen. Brown tribromide (8 ml) in dichloromethane was added dropwise and the mixture stirred at room temperature for 24 hours. After addition of dilute sodium bicarbonate, the organic phase was removed, dried and evaporated to give a pale oil, which was converted to the hydrochloride salt of the title compound, by trituration with ethereal HCl, to give an off-white solid, 0.75 g, mp 162°-164°.